Dataset: the Open Reaction Database (ORD), a public repository of structured organic reaction records. Task: describe an organic reaction: reactants, conditions, products, and yield Starting materials: N1CCCCC1 (piperidine), C(=O)([O-])[O-].[K+].[K+] (K2CO3), C(OC(C)Cl)(OC(C)(C)C)=O (α-chloroethyl tert-butyl carbonate). Run in C1CCOC1 (THF). Product: C(C)(C)(C)OC(=O)N1CCCCC1 (tert-butyloxycarbonylpiperidine). RXN SMILES: [NH:1]1[CH2:6][CH2:5][CH2:4][CH2:3][CH2:2]1.C([O-])([O-])=O.[K+].[K+].[C:13](=O)([O:18][C:19]([CH3:22])([CH3:21])[CH3:20])[O:14]C(Cl)C>C1COCC1>[C:19]([O:18][C:13]([N:1]1[CH2:6][CH2:5][CH2:4][CH2:3][CH2:2]1)=[O:14])([CH3:22])([CH3:21])[CH3:20] |f:1.2.3|. Procedure: The procedure is as in Example 7, but with 8.5 g (0.1 mole) of piperidine, 60 ml of THF, 20 ml of saturated aqueous K2CO3 solution and 0.11 mole of α-chloroethyl tert-butyl carbonate. Reactants: FC1=C(C=C(OC2=C(C(=O)OC)C=C(C=C2)[N+](=O)[O-])C=C1)NC(CC1=CC(=CC=C1)C(F)(F)F)=O (methyl 2-[4-fluoro-3-({[3-(trifluoromethyl)phenyl]acetyl}amino)phenoxy]-5-nitrobenzoate), O1CCCC1 (tetrahydrofuran). Reagents/catalysts: [C].[Pd] (palladium-carbon). The solvent is CO (methanol). Reaction conditions: time 6 hour. The product is NC=1C=CC(=C(C(=O)OC)C1)OC1=CC(=C(C=C1)F)NC(CC1=CC(=CC=C1)C(F)(F)F)=O (methyl 5-amino-2-[4-fluoro-3-({[3-(trifluoromethyl)phenyl]acetyl}amino)phenoxy]benzoate). Isolated yield 87.7%. As a reaction SMILES: [F:1][C:2]1[CH:21]=[CH:20][C:5]([O:6][C:7]2[CH:16]=[CH:15][C:14]([N+:17]([O-])=O)=[CH:13][C:8]=2[C:9]([O:11][CH3:12])=[O:10])=[CH:4][C:3]=1[NH:22][C:23](=[O:35])[CH2:24][C:25]1[CH:30]=[CH:29][CH:28]=[C:27]([C:31]([F:34])([F:33])[F:32])[CH:26]=1.O1CCCC1>CO.[C].[Pd]>[NH2:17][C:14]1[CH:15]=[CH:16][C:7]([O:6][C:5]2[CH:20]=[CH:21][C:2]([F:1])=[C:3]([NH:22][C:23](=[O:35])[CH2:24][C:25]3[CH:30]=[CH:29][CH:28]=[C:27]([C:31]([F:34])([F:32])[F:33])[CH:26]=3)[CH:4]=2)=[C:8]([CH:13]=1)[C:9]([O:11][CH3:12])=[O:10] |f:3.4|. Reported procedure: To a solution of methyl 2-[4-fluoro-3-({[3-(trifluoromethyl)phenyl]acetyl}amino)phenoxy]-5-nitrobenzoate (3.75 g, 7.62 mmol) in methanol (40 mL)/tetrahydrofuran (8 mL) solution was added 10% palladium-carbon (400 mg), and the mixture was stirred at room temperature for 6 hr under a hydrogen atmosphere (1 atm). Insoluble material was filtered off, and the filtrate was concentrated under reduced pressure. The obtained residue was purified by basic silica gel column chromatography (ethyl acetate/n-... Starting materials: O=C(Cl)OCC(Cl)(Cl)Cl, Nc1ccncc1, C1CCOC1, O, c1ccncc1. Yields the product O=C(Nc1ccncc1)OCC(Cl)(Cl)Cl. As a reaction SMILES: [Cl:14][C:15](=[O:16])[O:17][CH2:18][C:19]([Cl:20])([Cl:21])[Cl:22].[NH2:1][c:2]1[cH:3][cH:4][n:5][cH:6][cH:7]1.[O:24]1[CH2:25][CH2:26][CH2:27][CH2:28]1.[OH2:23].[cH:8]1[cH:9][cH:10][n:11][cH:12][cH:13]1>>[NH:1]([c:2]1[cH:3][cH:4][n:5][cH:6][cH:7]1)[C:15](=[O:16])[O:17][CH2:18][C:19]([Cl:20])([Cl:21])[Cl:22]. Starting materials: NC(=O)c1cnc(NC(C2CC2)C(F)(F)F)c2c1[nH]c1cc(I)ccc12, [Cu]I, CN(C)C=O, C#C[Si](C)(C)C, c1ccc(P(c2ccccc2)(c2ccccc2)[Pd](P(c2ccccc2)(c2ccccc2)c2ccccc2)(P(c2ccccc2)(c2ccccc2)c2ccccc2)P(c2ccccc2)(c2ccccc2)c2ccccc2)cc1. Yields the product C[Si](C)(C)C#Cc1ccc2c(c1)[nH]c1c(C(N)=O)cnc(NC(C3CC3)C(F)(F)F)c12. As a reaction SMILES: [CH:1]1([CH:4]([C:5]([F:6])([F:7])[F:8])[NH:9][c:10]2[n:11][cH:12][c:13]([C:24](=[O:25])[NH2:26])[c:14]3[nH:15][c:16]4[cH:17][c:18]([I:23])[cH:19][cH:20][c:21]4[c:22]23)[CH2:2][CH2:3]1.[Cu:115][I:116].[O:33]=[CH:34][N:35]([CH3:36])[CH3:37].[Si:27]([CH3:28])([CH3:29])([CH3:30])[C:31]#[CH:32].[cH:38]1[cH:39][cH:40][c:41]([P:42]([Pd:43]([P:44]([c:45]2[cH:46][cH:47][cH:48][cH:49][cH:50]2)([c:51]2[cH:52][cH:53][cH:54][cH:55][cH:56]2)[c:57]2[cH:58][cH:59][cH:60][cH:61][cH:62]2)([P:63]([c:64]2[cH:65][cH:66][cH:67][cH:68][cH:69]2)([c:70]2[cH:71][cH:72][cH:73][cH:74][cH:75]2)[c:76]2[cH:77][cH:78][cH:79][cH:80][cH:81]2)[P:82]([c:83]2[cH:84][cH:85][cH:86][cH:87][cH:88]2)([c:89]2[cH:90][cH:91][cH:92][cH:93][cH:94]2)[c:95]2[cH:96][cH:97][cH:98][cH:99][cH:100]2)([c:101]2[cH:102][cH:103][cH:104][cH:105][cH:106]2)[c:107]2[cH:108][cH:109][cH:110][cH:111][cH:112]2)[cH:113][cH:114]1>>[CH:1]1([CH:4]([C:5]([F:6])([F:7])[F:8])[NH:9][c:10]2[n:11][cH:12][c:13]([C:24](=[O:25])[NH2:26])[c:14]3[nH:15][c:16]4[cH:17][c:18]([C:32]#[C:31][Si:27]([CH3:28])([CH3:29])[CH3:30])[cH:19][cH:20][c:21]4[c:22]23)[CH2:2][CH2:3]1. Reaction conditions: time 8 hour. RXN SMILES: [NH2:1][C:2]1[NH:3][C:4]2[C:9]([C:10]=1[C:11]#[N:12])=[CH:8][C:7]([S:13][C:14]1[CH:19]=[CH:18][CH:17]=[CH:16][CH:15]=1)=[CH:6][CH:5]=2.[H-].[Na+].[C:22](=O)([O:26]C1C=CC=CC=1)[O:23][CH2:24][CH3:25].O>CN(C)C=O.C(O)(=O)C>[C:11]([C:10]1[C:9]2[C:4](=[CH:5][CH:6]=[C:7]([S:13][C:14]3[CH:15]=[CH:16][CH:17]=[CH:18][CH:19]=3)[CH:8]=2)[NH:3][C:2]=1[NH:1][C:22](=[O:26])[O:23][CH2:24][CH3:25])#[N:12] |f:1.2|. Reactants: C(OCC)(OC1=CC=CC=C1)=O (ethyl phenyl carbonate), O (water), ice, NC=1NC2=CC=C(C=C2C1C#N)SC1=CC=CC=C1 (2-amino-3-cyano-5-(phenylthio)indole), [H-].[Na+] (sodium hydride). The product is C(#N)C1=C(NC2=CC=C(C=C12)SC1=CC=CC=C1)NC(OCC)=O (ethyl 3-cyano-5-(phenylthio)indol-2-ylcarbamate). Solvent: C(C)(=O)O (acetic acid), CN(C=O)C (dimethyl formamide). Reported procedure: To an ice-cooled solution of 2-amino-3-cyano-5-(phenylthio)indole (1.5 g., 5.7mM.) in dimethyl formamide (20 ml.) was added sodium hydride (0.27 g., 50% w/w dispersion in mineral oil, 5.7mM.) followed by ethyl phenyl carbonate (0.94 g., 5.7mM.). The mixture was stirred overnight and allowed to warm to room temperature. T.l.c. indicated the reaction was complete. The reaction mixture was poured into rapidly stirred water and neutralised with acetic acid. The cream-coloured precipitate was filtere... Starting materials: O=C(O)CSc1nnc(Br)n1-c1ccc(C2CC2)c2ccccc12, CCN=C=NCCCN(C)C, ClCCl, Cl, On1nnc2cccnc21, COC(=O)C(CCCCN)NC(=O)OCC1c2ccccc2-c2ccccc21, Cc1cccc(C)n1. Yields the product COC(=O)C(CCCCNC(=O)CSc1nnc(Br)n1-c1ccc(C2CC2)c2ccccc12)NC(=O)OCC1c2ccccc2-c2ccccc21. RXN SMILES: [Br:59][c:60]1[n:61](-[c:70]2[cH:71][cH:72][c:73]([CH:80]3[CH2:81][CH2:82]3)[c:74]3[cH:75][cH:76][cH:77][cH:78][c:79]23)[c:62]([S:65][CH2:66][C:67](=[O:68])[OH:69])[n:63][n:64]1.[CH2:30]([N:31]=[C:32]=[N:33][CH2:34][CH2:35][CH2:36][N:37]([CH3:38])[CH3:39])[CH3:40].[Cl:83][CH2:84][Cl:85].[ClH:29].[OH:41][n:42]1[c:43]2[n:44][cH:45][cH:46][cH:47][c:48]2[n:49][n:50]1.[cH:1]1[cH:2][cH:3][cH:4][c:5]2[c:13]1[CH:12]([CH2:14][O:15][C:16](=[O:17])[NH:18][CH:19]([C:20](=[O:21])[O:22][CH3:23])[CH2:24][CH2:25][CH2:26][CH2:27][NH2:28])[c:11]1[c:6]-2[cH:7][cH:8][cH:9][cH:10]1.[n:51]1[c:52]([CH3:53])[cH:54][cH:55][cH:56][c:57]1[CH3:58]>>[cH:1]1[cH:2][cH:3][cH:4][c:5]2[c:13]1[CH:12]([CH2:14][O:15][C:16](=[O:17])[NH:18][CH:19]([C:20](=[O:21])[O:22][CH3:23])[CH2:24][CH2:25][CH2:26][CH2:27][NH:28][C:67]([CH2:66][S:65][c:62]1[n:61](-[c:70]3[cH:71][cH:72][c:73]([CH:80]4[CH2:81][CH2:82]4)[c:74]4[cH:75][cH:76][cH:77][cH:78][c:79]34)[c:60]([Br:59])[n:64][n:63]1)=[O:68])[c:11]1[c:6]-2[cH:7][cH:8][cH:9][cH:10]1. The reactants are CS(=O)(=O)O (methanesulfonic acid), Cl (HCl), Cl (HCl), Cl (HCl), CS(=O)(=O)O (MSA), [Cl-].[Cl-].[Cl-].[Cl-].[Zr+4] (zirconium tetrachloride), N#N (N2). Solvent: O (water), C(Cl)(Cl)(Cl)Cl (CCl4), O (water). Yields the product CS(=O)(=O)[O-].[Zr+4].CS(=O)(=O)[O-].CS(=O)(=O)[O-].CS(=O)(=O)[O-] (Zirconium Methanesulfonate). Yield: 70.0%. Reaction SMILES: [CH3:1][S:2]([OH:5])(=[O:4])=[O:3].[Cl-].[Cl-].[Cl-].[Cl-].[Zr+4:10].Cl.N#N>C(Cl)(Cl)(Cl)Cl.O>[CH3:1][S:2]([O-:5])(=[O:4])=[O:3].[Zr+4:10].[CH3:1][S:2]([O-:5])(=[O:4])=[O:3].[CH3:1][S:2]([O-:5])(=[O:4])=[O:3].[CH3:1][S:2]([O-:5])(=[O:4])=[O:3] |f:1.2.3.4.5,10.11.12.13.14|. Procedure details: A 1 liter, 3-necked round bottom flask which had been dried was equipped with a condenser, caustic trap, thermometer, and an addition funnel. Under a nitrogen atmosphere, the flask was charged with 250 ml of dry carbon tetrachloride (CCl4), stirring was initiated, and this was followed by 40.0 g (0.42 mole) of anhydrous methanesulfonic acid (MSA) and 4.0 g (0.023 mole) of MSA anhydride (added as a drying agent). Typically, the water content of the reaction solution was found by Karl Fischer anal...